This data is from the Open Reaction Database (ORD), a public repository of structured organic reaction records. The task is: describe an organic reaction: reactants, conditions, products, and yield The reactants are NCCSCC1=C(N=CO1)C (5-[(2-aminoethyl)thiomethyl]-4-methyloxazole), C(C)N=C=S (ethyl isothiocyanate). The product is C(C)NC(=S)NCCSCC1=C(N=CO1)C (N-ethyl-N'-[2-((4-methyl-5-oxazolyl)methylthio)ethyl]thiourea). As a reaction SMILES: [NH2:1][CH2:2][CH2:3][S:4][CH2:5][C:6]1[O:10][CH:9]=[N:8][C:7]=1[CH3:11].[CH2:12]([N:14]=[C:15]=[S:16])[CH3:13]>>[CH2:12]([NH:14][C:15]([NH:1][CH2:2][CH2:3][S:4][CH2:5][C:6]1[O:10][CH:9]=[N:8][C:7]=1[CH3:11])=[S:16])[CH3:13]. Reported procedure: Also, reacting 5-[(2-aminoethyl)thiomethyl]-4-methyloxazole with ethyl isothiocyanate by the procedure of Example 1 gives N-ethyl-N'-[2-((4-methyl-5-oxazolyl)methylthio)ethyl]thiourea. The reactants are ClC=1C=CC=2N(N1)C(=C(N2)CCC)S(=O)(=O)N (6-chloro-2-n-propylimidazo[1,2-b]pyridazin-3-ylsulfonamide), CNC (dimethylamine), C(C)(C)(C)O (t-butanol), Cl (hydrochloric acid). Run in O (water). Conditions: temperature 100 celsius. Product: CN(C=1C=CC=2N(N1)C(=C(N2)CCC)S(=O)(=O)N)C (6-dimethylamino-2-n-propylimidazo[1,2-b]pyridazin-3-ylsulfonamide). Reaction SMILES: Cl[C:2]1[CH:3]=[CH:4][C:5]2[N:6]([C:8]([S:14]([NH2:17])(=[O:16])=[O:15])=[C:9]([CH2:11][CH2:12][CH3:13])[N:10]=2)[N:7]=1.[CH3:18][NH:19][CH3:20].C(O)(C)(C)C.Cl>O>[CH3:18][N:19]([CH3:20])[C:2]1[CH:3]=[CH:4][C:5]2[N:6]([C:8]([S:14]([NH2:17])(=[O:16])=[O:15])=[C:9]([CH2:11][CH2:12][CH3:13])[N:10]=2)[N:7]=1. Procedure: A mixture of 6-chloro-2-n-propylimidazo[1,2-b]pyridazin-3-ylsulfonamide (0.50 g, 1.81 mmol), 50% aqueous dimethylamine (1.0 ml) and t-butanol (5.0 ml) was heated at 100° C. for 8 hours with stirring in a sealed tube reactor. The reaction solution was left and cooled to room temperature, poured into water (50.0 ml) and adjusted to pH 6 with dilute hydrochloric acid, to precipitate crystals which were then filtered and washed with water, to give the title compound as pale yellow crystals. The yiel...